Dataset: the Open Reaction Database (ORD), a public repository of structured organic reaction records. Task: describe an organic reaction: reactants, conditions, products, and yield Reactants: O=C1C(CCCC1)N1N=C(C=CC1=O)C=1C(=NN2C1C=CC=C2)C2=CC=CC=C2 (3-[2-(2-oxocyclohexyl)-3-oxo-2,3-dihydropyridazin-6-yl]-2-phenylpyrazolo[1,5-a]pyridine), C(C)(C)(C)O[AlH-](OC(C)(C)C)OC(C)(C)C.[Li+] (lithium tri-tert-butoxyaluminohydride). Solvent: O1CCCC1 (tetrahydrofuran). Reaction conditions: temperature 7.5 celsius, time 45 minute. Yields the product O[C@@H]1[C@@H](CCCC1)N1N=C(C=CC1=O)C=1C(=NN2C1C=CC=C2)C2=CC=CC=C2 (cis-3-[2-(2-hydroxycyclohexyl)-3-oxo-2,3-dihydropyridazin-6-yl]-2-phenylpyrazolo[1,5-a]pyridine). Isolated yield 99.2%. RXN SMILES: [O:1]=[C:2]1[CH2:7][CH2:6][CH2:5][CH2:4][CH:3]1[N:8]1[C:13](=[O:14])[CH:12]=[CH:11][C:10]([C:15]2[C:16]([C:24]3[CH:29]=[CH:28][CH:27]=[CH:26][CH:25]=3)=[N:17][N:18]3[CH:23]=[CH:22][CH:21]=[CH:20][C:19]=23)=[N:9]1.C(O[AlH-](OC(C)(C)C)OC(C)(C)C)(C)(C)C.[Li+]>O1CCCC1>[OH:1][C@H:2]1[CH2:7][CH2:6][CH2:5][CH2:4][C@H:3]1[N:8]1[C:13](=[O:14])[CH:12]=[CH:11][C:10]([C:15]2[C:16]([C:24]3[CH:25]=[CH:26][CH:27]=[CH:28][CH:29]=3)=[N:17][N:18]3[CH:23]=[CH:22][CH:21]=[CH:20][C:19]=23)=[N:9]1 |f:1.2|. Reported procedure: To a suspension of 3-[2-(2-oxocyclohexyl)-3-oxo-2,3-dihydropyridazin-6-yl]-2-phenylpyrazolo[1,5-a]pyridine (679 mg) in 14 ml of tetrahydrofuran was added lithium tri-tert-butoxyaluminohydride (676 mg) at 5° C. The reaction mixture was allowed to stir at 5-10° C. for 45 minutes, then the solvent was removed in vacuo. To the residue was added 20 ml ice-water. Then, the mixture was acidified with 1N hydrochloric acid and extracted with dichloromethane (25 ml×2). The combined extracts were washed wi... Starting materials: C(C)C1C(NC1CCO)=O (3-ethyl-4-[2(hydroxy)ethyl]-2-azetidinone), [Mn](=O)(=O)(=O)[O-].[K+] (potassium permanganate), [OH-].[Na+] (sodium hydroxide), S(=O)(=O)([O-])S(=O)[O-].[Na+].[Na+] (sodium meta-bisulfite), [Mn](=O)(=O)(=O)[O-].[K+] (potassium permanganate), P(=O)([O-])([O-])[O-].[Na+].[Na+].[Na+] (sodium phosphate), OP(=O)(O)[O-].[Na+] (sodium phosphate monobasic), S(O)(O)(=O)=O (sulfuric acid). Solvent: O (water). Run at time 20 minute. The product is C(C)[C@H]1[C@@H](NC1=O)CC(=O)O (trans-(±)-3-ethyl-4-oxo-2-azetidinacetic acid). Reaction SMILES: [CH2:1]([CH:3]1[CH:6]([CH2:7][CH2:8][OH:9])[NH:5][C:4]1=[O:10])[CH3:2].P([O-])([O-])([O-])=[O:12].[Na+].[Na+].[Na+].OP([O-])(O)=O.[Na+].[OH-].[Na+].[Mn]([O-])(=O)(=O)=O.[K+].S(=O)(=O)(O)O.S(S([O-])=O)([O-])(=O)=O.[Na+].[Na+]>O>[CH2:1]([C@@H:3]1[C:4](=[O:10])[NH:5][C@H:6]1[CH2:7][C:8]([OH:12])=[O:9])[CH3:2] |f:1.2.3.4,5.6,7.8,9.10,12.13.14|. Procedure: A mixture of the crude 3-ethyl-4-[2(hydroxy)ethyl]-2-azetidinone (6.41 g) obtained according to step (g) above, sodium phosphate bibasic (5.5 g) and sodium phosphate monobasic (3.4 g) in water (65 ml) is stirred for 20 minutes at room temperature. The pH of the solution is brought to 6.6 by the gradual addition of 10% sodium hydroxide (4.6 ml). The temperature is lowered to 15° C. and potassium permanganate (9.92 g) is added. The reaction mixture is stirred at 15°-20° C. for 24 hours maintaining... Starting materials: C(C)(C)(C)OC(=O)N1CCC(CC1)(CN)N (4-Amino-4-aminomethyl-piperidine-1-carboxylic acid tert-butyl ester), C(Cl)Cl (DCM), FC1=C(C(=O)Cl)C=CC(=C1)F (2,4-difluoro-benzoyl chloride). The solvent is N1=CC=CC=C1 (pyridine). Product: C(C)(C)(C)OC(=O)N1CCC(CC1)(CNC(C1=C(C=C(C=C1)F)F)=O)N (4-Amino-4-[(2,4-difluoro-benzoylamino)-methyl]-piperidine-1-carboxylic acid tert-butyl ester). Reaction SMILES: [C:1]([O:5][C:6]([N:8]1[CH2:13][CH2:12][C:11]([NH2:16])([CH2:14][NH2:15])[CH2:10][CH2:9]1)=[O:7])([CH3:4])([CH3:3])[CH3:2].C(Cl)Cl.[F:20][C:21]1[CH:29]=[C:28]([F:30])[CH:27]=[CH:26][C:22]=1[C:23](Cl)=[O:24]>N1C=CC=CC=1>[C:1]([O:5][C:6]([N:8]1[CH2:9][CH2:10][C:11]([NH2:16])([CH2:14][NH:15][C:23](=[O:24])[C:22]2[CH:26]=[CH:27][C:28]([F:30])=[CH:29][C:21]=2[F:20])[CH2:12][CH2:13]1)=[O:7])([CH3:4])([CH3:2])[CH3:3]. Procedure details: To a solution of 4-Amino-4-aminomethyl-piperidine-1-carboxylic acid tert-butyl ester (250 mg; 1.1 mmol; 1.0 eq.) in pyridine (12 ml) at room temperature, a 0.1 M DCM solution of 2,4-difluoro-benzoyl chloride (182.8 mg; 1.04 mmol; 0.95 eq.) was added slowly. The reaction mixture was quenched by adding 0.5 mL of methanol when LC-MS showing no starting material remaining. The reaction mixture and concentrated to dryness to afford 4-Amino-4-[(2,4-difluoro-benzoylamino)-methyl]-piperidine-1-carboxyli... Reactants: C([O-])([O-])=O.[K+].[K+] (Potassium carbonate), SCCO (2-mercaptoethanol), CC=1C=C(C=C(C1)NC1=NC=CC(=N1)S(=O)(=O)C)C1=CN=C(S1)N1CC(NCCC1)=O (4-[5-(3-methyl-5-{[4-(methylsulfonyl)-2-pyrimidinyl]amino}phenyl)-1,3-thiazol-2-yl]-1,4-diazepan-2-one). The solvent is CN(C)C=O (DMF), C(C)(=O)OCC (ethyl acetate). Conditions: time 15 minute. Product: OCCSC1=NC(=NC=C1)NC=1C=C(C=C(C1)C)C1=CN=C(S1)N1CC(NCCC1)=O (4-{5-[3-({4-[(2-hydroxyethyl)sulfanyl]pyrimidin-2-yl}amino)-5-methylphenyl]-1,3-thiazol-2-yl}-1,4-diazepan-2-one). Isolated yield 27.7%. RXN SMILES: C(=O)([O-])[O-].[K+].[K+].[SH:7][CH2:8][CH2:9][OH:10].[CH3:11][C:12]1[CH:13]=[C:14]([C:29]2[S:33][C:32]([N:34]3[CH2:40][CH2:39][CH2:38][NH:37][C:36](=[O:41])[CH2:35]3)=[N:31][CH:30]=2)[CH:15]=[C:16]([NH:18][C:19]2[N:24]=[C:23](S(C)(=O)=O)[CH:22]=[CH:21][N:20]=2)[CH:17]=1>CN(C=O)C.C(OCC)(=O)C>[OH:10][CH2:9][CH2:8][S:7][C:21]1[CH:22]=[CH:23][N:24]=[C:19]([NH:18][C:16]2[CH:15]=[C:14]([C:29]3[S:33][C:32]([N:34]4[CH2:40][CH2:39][CH2:38][NH:37][C:36](=[O:41])[CH2:35]4)=[N:31][CH:30]=3)[CH:13]=[C:12]([CH3:11])[CH:17]=2)[N:20]=1 |f:0.1.2|. Procedure details: Potassium carbonate (9.95 mg, 0.072 mmol) was added to a solution of 2-mercaptoethanol (18.34 μL, 0.262 mmol) stirring in DMF (327 μL) at room temperature in an oven-dried vial. Stirred for 15 minutes, then added 4-[5-(3-methyl-5-{[4-(methylsulfonyl)-2-pyrimidinyl]amino}phenyl)-1,3-thiazol-2-yl]-1,4-diazepan-2-one (30 mg, 0.065 mmol). Stirred at room temperature for 30 minutes, diluted with ethyl acetate (10 mL), and washed with 1:1 water:brine (10 mL). The organic extracts were dried (Na2SO4), ... The product is N1(CCCCCC1)CCOC1=CC=C(CN(C2=C(C=CC(=C2)OC)C2=CC3=C(CCC2)C=C(C=C3)OC)CC)C=C1 ([4-(2-azepan-1-ylethoxy)benzyl]ethyl[5-methoxy-2-(2-methoxy-8,9-dihydro-7H-benzocyclohepten-6-yl)phenyl]amine). Reaction SMILES: COC1C=CC(C2CCCC3C=C(OC)C=CC=3C=2)=C(N)C=1.Cl.[N:24]1([CH2:31][CH2:32][O:33][C:34]2[CH:42]=[CH:41][C:37]([C:38](O)=O)=[CH:36][CH:35]=2)[CH2:30][CH2:29][CH2:28][CH2:27][CH2:26][CH2:25]1.N1(CCOC2C=C[C:56]([CH2:57][NH:58][C:59]3[CH:64]=[C:63]([O:65][CH3:66])[CH:62]=[CH:61][C:60]=3[C:67]3[CH2:73][CH2:72][CH2:71][C:70]4[CH:74]=[C:75]([O:78][CH3:79])[CH:76]=[CH:77][C:69]=4[CH:68]=3)=CC=2)CCCCCC1>>[N:24]1([CH2:31][CH2:32][O:33][C:34]2[CH:42]=[CH:41][C:37]([CH2:38][N:58]([CH2:57][CH3:56])[C:59]3[CH:64]=[C:63]([O:65][CH3:66])[CH:62]=[CH:61][C:60]=3[C:67]3[CH2:73][CH2:72][CH2:71][C:70]4[CH:74]=[C:75]([O:78][CH3:79])[CH:76]=[CH:77][C:69]=4[CH:68]=3)=[CH:36][CH:35]=2)[CH2:30][CH2:29][CH2:28][CH2:27][CH2:26][CH2:25]1 |f:1.2|. Starting materials: COC=1C=CC(=C(C1)N)C1=CC2=C(CCC1)C=C(C=C2)OC (5-methoxy-2-(2-methoxy-8,9-dihydro-7H-benzocyclohepten-6-yl)phenylamine), Cl.N1(CCCCCC1)CCOC1=CC=C(C(=O)O)C=C1 (4-(2-azepan-1-ylethoxy)benzoic acid hydrochloride), N1(CCCCCC1)CCOC1=CC=C(CNC2=C(C=CC(=C2)OC)C2=CC3=C(CCC2)C=C(C=C3)OC)C=C1 ([4-(2-azepan-1-ylethoxy)benzyl][5-methoxy-2-(2-methoxy-8,9-dihydro-7H-benzocyclohepten-6-yl)phenyl]amine). Reported procedure: Synthesized from 5-methoxy-2-(2-methoxy-8,9-dihydro-7H-benzocyclohepten-6-yl)phenylamine and 4-(2-azepan-1-ylethoxy)benzoic acid hydrochloride according to an analogous synthetic method to Example 152, [4-(2-azepan-1-ylethoxy)benzyl][5-methoxy-2-(2-methoxy-8,9-dihydro-7H-benzocyclohepten-6-yl)phenyl]amine (458 mg) was used according to an analogous synthetic method to Example 36 to provide [4-(2-azepan-1-ylethoxy)benzyl]ethyl[5-methoxy-2-(2-methoxy-8,9-dihydro-7H-benzocyclohepten-6-yl)phenyl]ami... Reactants: C(C)(C)(C)OC(=O)C\N=C\C1=CC=C(C(=O)OC)C=C1 (methyl 4-((E)-((t-butoxycarbonyl)methylimino)methyl)benzoate), [BH4-].[Na+] (NaBH4). Solvent: CO (MeOH). Reaction conditions: time 2 hour. The product is C(C)(C)(C)OC(=O)CNCC1=CC=C(C(=O)OC)C=C1 (methyl 4-(((t-butoxycarbonyl)methylamino)methyl)benzoate). The yield is 78.2%. RXN SMILES: [C:1]([O:5][C:6]([CH2:8]/[N:9]=[CH:10]/[C:11]1[CH:20]=[CH:19][C:14]([C:15]([O:17][CH3:18])=[O:16])=[CH:13][CH:12]=1)=[O:7])([CH3:4])([CH3:3])[CH3:2].[BH4-].[Na+]>CO>[C:1]([O:5][C:6]([CH2:8][NH:9][CH2:10][C:11]1[CH:12]=[CH:13][C:14]([C:15]([O:17][CH3:18])=[O:16])=[CH:19][CH:20]=1)=[O:7])([CH3:4])([CH3:2])[CH3:3] |f:1.2|. Procedure details: To a solution of Example D (8.5 g, 30 mmol) in MeOH (80 mL) was slowly added solid NaBH4 (3.42 g, 90 mmol) while the reaction temperature was controlled below 20° C. After stirring for 2 h, the reaction was quenched with H2O, extracted with EtOAc (3×100 mL) and the combined organic layers were washed with brine, dried (Na2SO4), concentrated in vacuo. The residue was purified via flash column chromatography to yield methyl 4-(((t-butoxycarbonyl)methylamino)methyl)benzoate (6.55 g, 77% yield). 1H ...